Task: describe an organic reaction: reactants, conditions, products, and yield. Dataset: the Open Reaction Database (ORD), a public repository of structured organic reaction records The reactants are Cl.ClCC=1C=NC2=CC=C(C=C2C1)OC (3-chloromethyl-6-methoxyquinoline hydrochloride), resultant mixture, [O-]CC.[Na+] (sodium ethoxide), [Na] (sodium), C(C)(=O)NC(C(=O)OCC)C(=O)OCC (diethyl acetamidomalonate). The solvent is C(C)O (ethanol). Reaction conditions: time 30 minute. Product: COC=1C=C2C=C(C=NC2=CC1)CCC(=O)NC(C(=O)OCC)C(=O)OCC (Diethyl (6-methoxy-3-quinolyl)methylacetamidomalonate). Isolated yield 75.1%. Reaction SMILES: [O-]CC.[Na+].[Na].[C:6]([NH:9][CH:10]([C:16]([O:18][CH2:19][CH3:20])=[O:17])[C:11]([O:13][CH2:14][CH3:15])=[O:12])(=[O:8])[CH3:7].Cl.Cl[CH2:23][C:24]1[CH:25]=[N:26][C:27]2[C:32]([CH:33]=1)=[CH:31][C:30]([O:34][CH3:35])=[CH:29][CH:28]=2>C(O)C>[CH3:35][O:34][C:30]1[CH:31]=[C:32]2[C:27](=[CH:28][CH:29]=1)[N:26]=[CH:25][C:24]([CH2:23][CH2:7][C:6]([NH:9][CH:10]([C:16]([O:18][CH2:19][CH3:20])=[O:17])[C:11]([O:13][CH2:14][CH3:15])=[O:12])=[O:8])=[CH:33]2 |f:0.1,4.5,^1:4|. Procedure: To a solution of sodium ethoxide prepared from 0.3 g (13.1 mmol) of sodium and 30 mL of ethanol were added, in one portion, 2.85 g (13.1 mmol) of diethyl acetamidomalonate. After 30 minutes, 1.52 g (6.24 mmol) of 3-chloromethyl-6-methoxyquinoline hydrochloride were added and the resultant mixture was refluxed overnight. The reaction mixture was evaporated and the residue was dissolved in 25 mL of 1N hydrochloric acid and extracted twice with ethyl ether. The aqueous layer was neutralized with so... Procedure: To a solution of 160 g. of 4-bromobutyric acid ethyl ester in 1125 ml. of absolute dimethylformamide were added gradually under an atmosphere of argon at 0° C. while stirring well and cooling, 172.3 g. of ammonium (N-4-chlorobenzyl)dithiocarbamate, the temperature was maintained constant. The slightly yellow solution was stirred overnight at room temperature, diluted with 1500 ml. of water and extracted four times with 500 ml. of ethyl acetate each time. The combined organic phases were washed t... The product is C(C)OC(CCCSC(NCC1=CC=C(C=C1)Cl)=S)=O (4-{[(p-chlorobenzyl)thiocarbamoyl]thio}-butyric acid ethyl ester). The solvent is CN(C=O)C (dimethylformamide). Reactants: C(C)OC(CCCBr)=O (4-bromobutyric acid ethyl ester), ClC1=CC=C(CNC([S-])=S)C=C1.[NH4+] (ammonium (N-4-chlorobenzyl)dithiocarbamate). As a reaction SMILES: [CH2:1]([O:3][C:4](=[O:9])[CH2:5][CH2:6][CH2:7]Br)[CH3:2].[Cl:10][C:11]1[CH:21]=[CH:20][C:14]([CH2:15][NH:16][C:17](=[S:19])[S-:18])=[CH:13][CH:12]=1.[NH4+]>CN(C)C=O>[CH2:1]([O:3][C:4](=[O:9])[CH2:5][CH2:6][CH2:7][S:19][C:17](=[S:18])[NH:16][CH2:15][C:14]1[CH:20]=[CH:21][C:11]([Cl:10])=[CH:12][CH:13]=1)[CH3:2] |f:1.2|. Starting materials: FC=1C(=CC2=C(N(C(O2)=O)C(C)C2=CC(=CC=C2)[N+](=O)[O-])C1)F (5,6-difluoro-3-[1-(3-nitrophenyl)ethyl]-3H-benzoxazol-2-one). The reagents and catalysts are [Ni] (Raney nickel). The solvent is C1CCOC1 (THF). Reaction conditions: time 24 hour. The product is NC=1C=C(C=CC1)C(C)N1C(OC2=C1C=C(C(=C2)F)F)=O (3-[1-(3-aminophenyl)ethyl]-5,6-difluoro-3H-benzoxazol-2-one). Reaction SMILES: [F:1][C:2]1[C:3]([F:23])=[CH:4][C:5]2[O:9][C:8](=[O:10])[N:7]([CH:11]([C:13]3[CH:18]=[CH:17][CH:16]=[C:15]([N+:19]([O-])=O)[CH:14]=3)[CH3:12])[C:6]=2[CH:22]=1>C1COCC1.[Ni]>[NH2:19][C:15]1[CH:14]=[C:13]([CH:11]([N:7]2[C:6]3[CH:22]=[C:2]([F:1])[C:3]([F:23])=[CH:4][C:5]=3[O:9][C:8]2=[O:10])[CH3:12])[CH:18]=[CH:17][CH:16]=1. Procedure details: 633 mg (1.98 mmol) of 5,6-difluoro-3-[1-(3-nitrophenyl)ethyl]-3H-benzoxazol-2-one are dissolved in 10 ml of THF and hydrogenated under a hydrogen atmosphere using 700 mg of Raney nickel (water-wet). After 24 h, the reaction solution is filtered, the filtrate is evaporated to dryness, and the residue is crystallised from diethyl ether/petroleum ether. The reactants are FC(C(O)C1=CC=CC=C1)(F)F (2,2,2-trifluoro-1-phenylethanol), O (water), Cl[O-].[Na+] (sodium hypochlorite). Reagents/catalysts: S(=O)(=O)(O)[O-].C(CCC)[N+](CCCC)(CCCC)CCCC (tetrabutylammonium hydrogen sulfate). The solvent is C(Cl)Cl (methylene chloride). The product is FC(C(=O)C1=CC=CC=C1)(F)F (Trifluoroacetylbenzene). Reaction SMILES: [F:1][C:2]([F:12])([F:11])[CH:3]([C:5]1[CH:10]=[CH:9][CH:8]=[CH:7][CH:6]=1)[OH:4].Cl[O-].[Na+].O>S([O-])(O)(=O)=O.C([N+](CCCC)(CCCC)CCCC)CCC.C(Cl)Cl>[F:1][C:2]([F:11])([F:12])[C:3]([C:5]1[CH:10]=[CH:9][CH:8]=[CH:7][CH:6]=1)=[O:4] |f:1.2,4.5|. Procedure: 10.0 g (0.057 mol) of 2,2,2-trifluoro-1-phenylethanol and 0.96 g (0.0028 mol) of tetrabutylammonium hydrogen sulfate are dissolved in 250 ml of methylene chloride at room temperature. 35 ml (0.068 mol) of an approximately 12% strength sodium hypochlorite solution are metered in within 20 minutes with vigorous stirring and the mixture is stirred for a further 6 hours at room temperature. The reaction mixture is added to 200 ml of water, the phases are separated, the aqueous phase is extracted sev... Starting materials: Clc1ccc(CBr)cc1, COC(=O)c1cc(Br)c[nH]c1=O, C1CCOC1, CN(C)C=O. The product is COC(=O)c1cc(Br)cn(Cc2ccc(Cl)cc2)c1=O. Reaction SMILES: [Br:13][CH2:14][c:15]1[cH:16][cH:17][c:18]([Cl:21])[cH:19][cH:20]1.[Br:1][c:2]1[cH:3][c:4]([C:9](=[O:10])[O:11][CH3:12])[c:5](=[O:8])[nH:6][cH:7]1.[CH2:22]1[O:23][CH2:24][CH2:25][CH2:26]1.[O:27]=[CH:28][N:29]([CH3:30])[CH3:31]>>[Br:1][c:2]1[cH:3][c:4]([C:9](=[O:10])[O:11][CH3:12])[c:5](=[O:8])[n:6]([CH2:14][c:15]2[cH:16][cH:17][c:18]([Cl:21])[cH:19][cH:20]2)[cH:7]1. Reactants: resultant mixture, aqueous solution, F[Sb-](F)(F)(F)(F)F.[Na+] (sodium hexafluoroantimonate), [O-]S(=O)(=O)C(F)(F)F.C(CCC)C1=CC=C(C=C1)N(C=1C=C(C=CC1)[S+](C)C)C1=CC=C(C=C1)\C=C\C1=CC=C(C=C1)N(C1=CC(=CC=C1)[S+](C)C)C1=CC=C(C=C1)CCCC.[O-]S(=O)(=O)C(F)(F)F (Trans-[3-((4-butylphenyl){4-[2-(4- {(4-butylphenyl)[3-(dimethylsulfonio)phenyl]amino}phenyl)vinyl]phenyl}amino)phenyl](dimethyl)sulfonium triflate). Solvent: CC(=O)C (acetone). Product: F[Sb-](F)(F)(F)(F)F.C(CCC)C1=CC=C(C=C1)N(C=1C=C(C=CC1)[S+](C)C)C1=CC=C(C=C1)C=CC1=CC=C(C=C1)N(C1=CC(=CC=C1)[S+](C)C)C1=CC=C(C=C1)CCCC.F[Sb-](F)(F)(F)(F)F ([3-((4-butylphenyl){4-[2-(4-{(4-butylphenyl)[3-(dimethyl-sulfonio)phenyl]amino}phenyl)vinyl]phenyl}amino)phenyl](dimethyl)sulfonium hexafluoroantimonate). Reaction SMILES: [O-]S(C(F)(F)F)(=O)=O.[CH2:9]([C:13]1[CH:18]=[CH:17][C:16]([N:19]([C:29]2[CH:34]=[CH:33][C:32](/[CH:35]=[CH:36]/[C:37]3[CH:42]=[CH:41][C:40]([N:43]([C:53]4[CH:58]=[CH:57][C:56]([CH2:59][CH2:60][CH2:61][CH3:62])=[CH:55][CH:54]=4)[C:44]4[CH:49]=[CH:48][CH:47]=[C:46]([S+:50]([CH3:52])[CH3:51])[CH:45]=4)=[CH:39][CH:38]=3)=[CH:31][CH:30]=2)[C:20]2[CH:21]=[C:22]([S+:26]([CH3:28])[CH3:27])[CH:23]=[CH:24][CH:25]=2)=[CH:15][CH:14]=1)[CH2:10][CH2:11][CH3:12].[O-]S(C(F)(F)F)(=O)=O.[F:71][Sb-:72]([F:77])([F:76])([F:75])([F:74])[F:73].[Na+]>CC(C)=O>[F:71][Sb-:72]([F:77])([F:76])([F:75])([F:74])[F:73].[CH2:9]([C:13]1[CH:14]=[CH:15][C:16]([N:19]([C:29]2[CH:34]=[CH:33][C:32]([CH:35]=[CH:36][C:37]3[CH:42]=[CH:41][C:40]([N:43]([C:53]4[CH:58]=[CH:57][C:56]([CH2:59][CH2:60][CH2:61][CH3:62])=[CH:55][CH:54]=4)[C:44]4[CH:49]=[CH:48][CH:47]=[C:46]([S+:50]([CH3:52])[CH3:51])[CH:45]=4)=[CH:39][CH:38]=3)=[CH:31][CH:30]=2)[C:20]2[CH:21]=[C:22]([S+:26]([CH3:28])[CH3:27])[CH:23]=[CH:24][CH:25]=2)=[CH:17][CH:18]=1)[CH2:10][CH2:11][CH3:12].[F:71][Sb-:72]([F:77])([F:76])([F:75])([F:74])[F:73] |f:0.1.2,3.4,6.7.8|. Procedure: Trans-[3-((4-butylphenyl){4-[2-(4- {(4-butylphenyl)[3-(dimethylsulfonio)phenyl]amino}phenyl)vinyl]phenyl}amino)phenyl](dimethyl)sulfonium triflate (19) (0.87 g, 0.83 mmol) was dissolved in acetone (20 ml). To this solution was added 20 ml of an aqueous solution of sodium hexafluoroantimonate (0.88 g, 3.40 mmol). The resultant mixture was stirred two days in the dark at room temperature; with slow evaporation of acetone, a yellow solid was formed and collected by filtration. The yellow solid was ...